Dataset: the Open Reaction Database (ORD), a public repository of structured organic reaction records. Task: describe an organic reaction: reactants, conditions, products, and yield Reactants: O=C([O-])O, ClC(Cl)Cl, CCc1cc2c(s1)NC(=O)CN=C2c1ccccc1Cl, [Na+], S=P12SP3(=S)SP(=S)(S1)SP(=S)(S2)S3. Product: CCc1cc2c(s1)NC(=S)CN=C2c1ccccc1Cl. As a reaction SMILES: [C:35](=[O:36])([OH:37])[O-:38].[CH:40]([Cl:41])([Cl:42])[Cl:43].[Cl:1][c:2]1[c:3]([C:8]2=[N:14][CH2:13][C:12](=[O:15])[NH:11][c:10]3[c:9]2[cH:18][c:17]([CH2:19][CH3:20])[s:16]3)[cH:4][cH:5][cH:6][cH:7]1.[Na+:39].[P:21]12(=[S:22])[S:23][P:24]3(=[S:34])[S:25][P:26](=[S:32])([S:27][P:28](=[S:31])([S:29]3)[S:30]1)[S:33]2>>[Cl:1][c:2]1[c:3]([C:8]2=[N:14][CH2:13][C:12](=[S:22])[NH:11][c:10]3[c:9]2[cH:18][c:17]([CH2:19][CH3:20])[s:16]3)[cH:4][cH:5][cH:6][cH:7]1. Starting materials: CC(=O)O (AcOH), C(C)OC1(CC1)O[Si](C)(C)C ([(1-ethoxycyclopropyl)oxy]trimethylsilane), C(#N)[BH3-].[Na+] (sodium cyanoborohydride), [OH-].[Na+] (NaOH), C(C1=CC=CC=C1)N1N=C2C=C(C=CC2=C1)C=1C=C(N2N=CN=C(C21)N)C2CCNCC2 (5-(2-benzyl-2H-indazol-6-yl)-7-piperidin-4-ylpyrrolo[2,1-f][1,2,4]triazin-4-amine). The solvent is CO (MeOH). Reaction conditions: temperature 60 celsius, time 17 hour. Product: C(C1=CC=CC=C1)N1N=C2C=C(C=CC2=C1)C=1C=C(N2N=CN=C(C21)N)C2CN(CCC2)C2CC2 (5-(2-benzyl-2H-indazol-6-yl)-7-(1-cyclopropylpiperidin-3-yl)pyrrolo[2,1-f][1,2,4]triazin-4-amine). Yield: 39.9%. As a reaction SMILES: [CH2:1]([N:8]1[CH:16]=[C:15]2[C:10]([CH:11]=[C:12]([C:17]3[CH:18]=[C:19]([CH:27]4[CH2:32]CN[CH2:29][CH2:28]4)[N:20]4[C:25]=3[C:24]([NH2:26])=[N:23][CH:22]=[N:21]4)[CH:13]=[CH:14]2)=[N:9]1)[C:2]1[CH:7]=[CH:6][CH:5]=[CH:4][CH:3]=1.CC(O)=O.C(O[C:40]1(O[Si](C)(C)C)[CH2:42][CH2:41]1)C.[C:48]([BH3-])#[N:49].[Na+].[OH-].[Na+]>CO>[CH2:1]([N:8]1[CH:16]=[C:15]2[C:10]([CH:11]=[C:12]([C:17]3[CH:18]=[C:19]([CH:27]4[CH2:28][CH2:29][CH2:48][N:49]([CH:40]5[CH2:41][CH2:42]5)[CH2:32]4)[N:20]4[C:25]=3[C:24]([NH2:26])=[N:23][CH:22]=[N:21]4)[CH:13]=[CH:14]2)=[N:9]1)[C:2]1[CH:7]=[CH:6][CH:5]=[CH:4][CH:3]=1 |f:3.4,5.6|. Procedure: To a solution of 5-(2-benzyl-2H-indazol-6-yl)-7-piperidin-4-ylpyrrolo[2,1-f][1,2,4]triazin-4-amine (85 mg, 0.20 mmol) in MeOH (2.3 mL) containing 3 Å molecular sieves was added AcOH (114 μL, 2.00 mmol), [(1-ethoxycyclopropyl)oxy]trimethylsilane (241 μL, 1.20 mmol) and sodium cyanoborohydride (57 mg, 0.90 mmol). The reaction was stirred at 60° C. for 17 h. Aqueous NaOH (1N, 15 mL) was added and the mixture was extracted with EtOAc (3×15 mL). The combined organic layers were washed with brine, dri... Reactants: NC=1C=CC(=C(C(=O)O)C1)Cl (5-Amino-2-chloro-benzoic acid), COC1=CC=C(C(=O)Cl)C=C1 (4-methoxy-benzoyl chloride). The solvent is C1CCOC1 (THF). Run at time 16 hour. Yields the product ClC1=C(C(=O)O)C=C(C=C1)NC(C1=CC=C(C=C1)OC)=O (2-Chloro-5-(4-Methoxy-Benzoylamino)-Benzoic acid), solid. Yield: 71.0%. RXN SMILES: [NH2:1][C:2]1[CH:3]=[CH:4][C:5]([Cl:11])=[C:6]([CH:10]=1)[C:7]([OH:9])=[O:8].[CH3:12][O:13][C:14]1[CH:22]=[CH:21][C:17]([C:18](Cl)=[O:19])=[CH:16][CH:15]=1>C1COCC1>[Cl:11][C:5]1[CH:4]=[CH:3][C:2]([NH:1][C:18](=[O:19])[C:17]2[CH:21]=[CH:22][C:14]([O:13][CH3:12])=[CH:15][CH:16]=2)=[CH:10][C:6]=1[C:7]([OH:9])=[O:8]. Reported procedure: 5-Amino-2-chloro-benzoic acid (0.4 g, 2.32 mmol) was diluted with THF (12 mL), treated with 4-methoxy-benzoyl chloride (0.353 g, 2.23 mmol) and stirred for 16 h. Solvents were then removed and resulting solids were triturated with DCM. After filtration, the title compound was obtained as a white solid (0.5 g, 71%). Reactants: BrC=1C(OC(CC1O)(C1=CC=CC=C1)CCC(C)C)=O (3-bromo-5,6-dihydro-4-hydroxy-6-(3-methylbutyl)-6-phenyl-2H-pyran-2-one), C(C)(C)C1=C(C=CC=C1)S (2-isopropylbenzenethiol), N1CCCCC1 (piperidine). The solvent is ClCCl (dichloromethane). Yields the product OC1=C(C(OC(C1)(C1=CC=CC=C1)CCC(C)C)=O)SC1=C(C=CC=C1)C(C)C (5,6-Dihydro-4-hydroxy-6-(3-methylbutyl)-6-phenyl-3-(2-isopropyl-phenylthio)-2H-pyran-2-one). As a reaction SMILES: Br[C:2]1[C:3](=[O:20])[O:4][C:5]([CH2:15][CH2:16][CH:17]([CH3:19])[CH3:18])([C:9]2[CH:14]=[CH:13][CH:12]=[CH:11][CH:10]=2)[CH2:6][C:7]=1[OH:8].[CH:21]([C:24]1[CH:29]=[CH:28][CH:27]=[CH:26][C:25]=1[SH:30])([CH3:23])[CH3:22].N1CCCCC1>ClCCl>[OH:8][C:7]1[CH2:6][C:5]([CH2:15][CH2:16][CH:17]([CH3:19])[CH3:18])([C:9]2[CH:14]=[CH:13][CH:12]=[CH:11][CH:10]=2)[O:4][C:3](=[O:20])[C:2]=1[S:30][C:25]1[CH:26]=[CH:27][CH:28]=[CH:29][C:24]=1[CH:21]([CH3:23])[CH3:22]. Procedure details: The title compound was prepared as described in General Method 6 from 2.0 mmol of 3-bromo-5,6-dihydro-4-hydroxy-6-(3-methylbutyl)-6-phenyl-2H-pyran-2-one (prepared in example CCC), 2.2 mmol of 2-isopropylbenzenethiol, and 2.2 mmol of piperidine in 30 mL of dichloromethane. The crude product was chromatographed on silica gel, eluting first with chloroform and then with 5% methanol in chloroform, to give the title compound (m.p. 64°-66° C.). 1H NMR (DMSO-d6) δ 0.80 (m, 6 H), 0.95 (m, 1 H), 1.17 (t... Starting materials: C1(=CC=C(C=C1)S(=O)(=O)OCC[C@]1([C@@H](C2=CC=C(C=C2CC1)F)C(C)C)O)C ([1R,2R]-(-)-2-[6-fluoro-1,2,3,4-tetrahydro-2-hydroxy-1-isopropyl-2-naphthyl]ethyl p-toluenesulphonate), 3,4-(methylenedioxy)-N-methyl-β-phenethylamine, C(C)N(C(C)C)C(C)C (ethyldiisopropylamine). Solvent: CS(=O)C (dimethyl sulfoxide). Yields the product C1=C(C=CC2=CC=CC=C12)O (2-naphthalenol). RXN SMILES: C1(C)C=CC(S(OCC[C@:13]2([OH:27])[CH2:22][CH2:21][C:20]3[C:15](=[CH:16][CH:17]=[C:18](F)[CH:19]=3)[C@H:14]2C(C)C)(=O)=O)=CC=1.C(N(C(C)C)C(C)C)C>CS(C)=O>[CH:14]1[C:15]2[C:20](=[CH:19][CH:18]=[CH:17][CH:16]=2)[CH:21]=[CH:22][C:13]=1[OH:27]. Procedure: A solution of 12.6 g (0.031 mol) of [1R,2R]-(-)-2-[6-fluoro-1,2,3,4-tetrahydro-2-hydroxy-1-isopropyl-2-naphthyl]ethyl p-toluenesulphonate, 6.1 g (0.031 mol) of 3,4-(methylenedioxy)-N-methyl-β-phenethylamine and 5.3 ml (0.031 mol) of ethyldiisopropylamine in 50 ml of dimethyl sulfoxide was stirred under a nitrogen atmosphere for 3 hours at 80° and thereafter concentrated in a high vacuum. The residue was dissolved in methylene chloride and the solution obtained was washed with a saturated sodium ... Reactants: aqueous solution, [OH-].[Na+] (sodium hydroxide), O=C(C(=O)O)C(C)C1=CC=C(C=C1)C(=O)O (2-oxo-3-(p-carboxyphenyl)butanoic acid), [N+](=[N-])=C (diazomethane), Cl (hydrochloric acid), CI (methyl iodide), methyl ester. Run in O1CCCC1 (tetrahydrofuran). Product: O=C(C(=O)O)C(C)(C1=CC=C(C=C1)C(=O)O)C (2-oxo-3-methyl-3-(p-carboxyphenyl)butanoic acid). Yield: 34.0%. Reaction SMILES: [OH-].[Na+].[O:3]=[C:4]([CH:8]([C:10]1[CH:15]=[CH:14][C:13]([C:16]([OH:18])=[O:17])=[CH:12][CH:11]=1)[CH3:9])[C:5]([OH:7])=[O:6].CI.Cl.[N+](=[CH2:24])=[N-]>O1CCCC1>[O:3]=[C:4]([C:8]([CH3:24])([C:10]1[CH:15]=[CH:14][C:13]([C:16]([OH:18])=[O:17])=[CH:12][CH:11]=1)[CH3:9])[C:5]([OH:7])=[O:6] |f:0.1|. Procedure: A 2N aqueous solution (30 ml) of sodium hydroxide and 50 ml of tetrahydrofuran were added to 2.22 g (10 mmoles) of 2-oxo-3-(p-carboxyphenyl)butanoic acid, and the mixture was stirred until a completely uniform solution formed. Then, 1.5 ml (24 mmoles) of methyl iodide was added, and the mixture reacted at room temperature for 24 hours. The reaction mixture was acidified with 1N hydrochloric acid, and extracted with ether. The ether layer was dried. The drying reagent was separated by filtration,... As a reaction SMILES: [Cl:1][C:2]1[CH:7]=[CH:6][C:5]([NH:8][C:9](=[O:20])/[C:10](/[CH3:19])=[CH:11]/[C:12]2[CH:17]=[CH:16][CH:15]=[C:14]([OH:18])[CH:13]=2)=[CH:4][C:3]=1[C:21]([F:24])([F:23])[F:22].Cl[C:26]1[CH:31]=[CH:30][N:29]=[C:28]([C:32]#[N:33])[CH:27]=1.C(=O)([O-])[O-].[Cs+].[Cs+]>CN(C=O)C>[Cl:1][C:2]1[CH:7]=[CH:6][C:5]([NH:8][C:9](=[O:20])/[C:10](/[CH3:19])=[CH:11]/[C:12]2[CH:17]=[CH:16][CH:15]=[C:14]([O:18][C:26]3[CH:31]=[CH:30][N:29]=[C:28]([C:32]#[N:33])[CH:27]=3)[CH:13]=2)=[CH:4][C:3]=1[C:21]([F:22])([F:23])[F:24] |f:2.3.4|. Conditions: temperature 100 celsius. The product is ClC1=C(C=C(C=C1)NC(\C(=C\C1=CC(=CC=C1)OC1=CC(=NC=C1)C#N)\C)=O)C(F)(F)F ((E)-N-(4-chloro-3-(trifluoromethyl)phenyl)-3-(3-(2-cyanopyridin-4-yloxy)phenyl)-2-methylacrylamide). Procedure details: (E)-N-(4-Chloro-3-(trifluoromethyl)phenyl)-3-(3-hydroxyphenyl)-2-methylacrylamide (1.0 g, 2.81 mmol), 4-chloropicolinonitrile (428 mg, 3.09 mmol) and cesium carbonate (2.75 g, 8.43 mmol) were combined and stirred in DMF. The reaction mixture was heated at 100° C. overnight and then cooled to rt. The mixture was filtered to remove cesium carbonate, the collected precipitate was washed with EtOAc, and the combined filtrate was concentrated. Purification by column chromatography (SiO2, 0-80% EtOAc ... The reactants are ClC1=C(C=C(C=C1)NC(\C(=C\C1=CC(=CC=C1)O)\C)=O)C(F)(F)F ((E)-N-(4-Chloro-3-(trifluoromethyl)phenyl)-3-(3-hydroxyphenyl)-2-methylacrylamide), ClC1=CC(=NC=C1)C#N (4-chloropicolinonitrile), C([O-])([O-])=O.[Cs+].[Cs+] (cesium carbonate). The solvent is CN(C)C=O (DMF). The yield is 68.6%. The reactants are [OH-].[K+] (potassium hydroxide), C1(CCCC1)OC=1C(=NC=C(C(=O)OC)C1)OC (methyl 5-cyclopentyloxy-6-methoxynicotinoate). Solvent: O (water), CO (methanol). Reaction conditions: time 4 hour. Product: C1(CCCC1)OC=1C(=NC=C(C(=O)O)C1)OC (5-cyclopentyloxy-6-methoxynicotinic acid). Yield: 59.3%. RXN SMILES: [OH-].[K+].[CH:3]1([O:8][C:9]2[C:10]([O:19][CH3:20])=[N:11][CH:12]=[C:13]([CH:18]=2)[C:14]([O:16]C)=[O:15])[CH2:7][CH2:6][CH2:5][CH2:4]1>O.CO>[CH:3]1([O:8][C:9]2[C:10]([O:19][CH3:20])=[N:11][CH:12]=[C:13]([CH:18]=2)[C:14]([OH:16])=[O:15])[CH2:4][CH2:5][CH2:6][CH2:7]1 |f:0.1|. Reported procedure: A solution of potassium hydroxide (168 mg) in water (1 mL) is added to a solution of methyl 5-cyclopentyloxy-6-methoxynicotinoate (250 mg) in methanol (3 mL) and the mixture stirred for 4 hours then allowed to stand at room temperature overnight. The mixture is concentrated, the residue dissolved in water and the mixture adjusted to pH 6 by the addition of concentrated hydrochloric acid. The mixture is extracted with ethyl acetate, the extracts dried (MgSO4) and concentrated to give a cream soli... The reactants are CC(Oc1ccc(S(C)(=O)=O)cc1C(=O)O)C(F)(F)F, Cl, FC(F)(F)c1ccc2c(n1)CCNC2. The product is CC(Oc1ccc(S(C)(=O)=O)cc1C(=O)N1CCc2nc(C(F)(F)F)ccc2C1)C(F)(F)F. As a reaction SMILES: [CH3:16][S:17](=[O:18])(=[O:19])[c:20]1[cH:21][cH:22][c:23]([O:29][CH:30]([C:31]([F:32])([F:33])[F:34])[CH3:35])[c:24]([C:25](=[O:26])[OH:27])[cH:28]1.[ClH:1].[F:2][C:3]([c:4]1[n:5][c:6]2[c:11]([cH:12][cH:13]1)[CH2:10][NH:9][CH2:8][CH2:7]2)([F:14])[F:15]>>[F:2][C:3]([c:4]1[n:5][c:6]2[c:11]([cH:12][cH:13]1)[CH2:10][N:9]([C:25]([c:24]1[c:23]([O:29][CH:30]([C:31]([F:32])([F:33])[F:34])[CH3:35])[cH:22][cH:21][c:20]([S:17]([CH3:16])(=[O:18])=[O:19])[cH:28]1)=[O:26])[CH2:8][CH2:7]2)([F:14])[F:15].